This data is from the Open Reaction Database (ORD), a public repository of structured organic reaction records. The task is: describe an organic reaction: reactants, conditions, products, and yield The reactants are C1(CCCC1)NC1=NC(=NC(=C1C)C)NCC1=NC=CC=C1 (N4-cyclopentyl-5,6-dimethyl-N2-(pyridin-2-ylmethyl)pyrimidine-2,4-diamine), FC(OC=1C=C(C=CC1)N)(F)F ([3-(trifluoromethoxy)phenyl]amine). Yields the product CC=1C(=NC(=NC1C)NCC1=NC=CC=C1)NC1=CC(=CC=C1)OC(F)(F)F (5,6-dimethyl-N2-(pyridin-2-ylmethyl)-N4-[3-(trifluoromethoxy)phenyl]pyrimidine-2,4-diamine). As a reaction SMILES: C1(N[C:7]2[C:12]([CH3:13])=[C:11]([CH3:14])[N:10]=[C:9]([NH:15][CH2:16][C:17]3[CH:22]=[CH:21][CH:20]=[CH:19][N:18]=3)[N:8]=2)CCCC1.[F:23][C:24]([F:34])([F:33])[O:25][C:26]1[CH:27]=[C:28]([NH2:32])[CH:29]=[CH:30][CH:31]=1>>[CH3:13][C:12]1[C:7]([NH:32][C:28]2[CH:29]=[CH:30][CH:31]=[C:26]([O:25][C:24]([F:33])([F:34])[F:23])[CH:27]=2)=[N:8][C:9]([NH:15][CH2:16][C:17]2[CH:22]=[CH:21][CH:20]=[CH:19][N:18]=2)=[N:10][C:11]=1[CH3:14]. Procedure details: The titled compound was synthesized according to the procedure described for preparation of N4-cyclopentyl-5,6-dimethyl-N2-(pyridin-2-ylmethyl)pyrimidine-2,4-diamine (Example 29) using [3-(trifluoromethoxy)phenyl]amine instead of cyclopentanamine. The crude material was purified by column chromatography eluting with mixture of chloroform/ethanol/20% water solution of ammonia (200:10:1), and then the final product was washed with diethyl ether to afford the titled compound as a white solid. 1H NM... The reactants are NC=1C(=NON1)C=1C=NC=CC1 (3-(4-amino-1,2,5-oxadiazol-3-yl)pyridine), CI (methyl iodide). Solvent: CC(=O)C (acetone). Reaction conditions: time 8 hour. Product: [I-].NC=1C(=NON1)C=1C=[N+](C=CC1)C (3-(4-amino-1,2,5-oxadiazol-3-yl)-1-methylpyridinium iodide). As a reaction SMILES: [NH2:1][C:2]1[C:3]([C:7]2[CH:8]=[N:9][CH:10]=[CH:11][CH:12]=2)=[N:4][O:5][N:6]=1.[CH3:13][I:14]>CC(C)=O>[I-:14].[NH2:1][C:2]1[C:3]([C:7]2[CH:8]=[N+:9]([CH3:13])[CH:10]=[CH:11][CH:12]=2)=[N:4][O:5][N:6]=1 |f:3.4|. Procedure: To a solution of 3-(4-amino-1,2,5-oxadiazol-3-yl)pyridine (870 mg, 5.3 mmol) in acetone (20 ml) was added methyl iodide (990 μl, 16 mmol) and the reaction mixture was stirred overnight at room temperature. The title compound precipitated and was collected by filtration (1.1 g, 69%). Starting materials: C(=O)(N1C=NC=C1)N1C=NC=C1 (1,1′-carbonyl-diimidazole), OCC1CC1 (hydroxymethylcyclopropane), O1CCOCC1 (dioxane), ClC=1C=C(C=CC1Cl)[C@H]1CN(C[C@@H]1NC)C(=O)C1CCN(CC1)C(=O)C1(CC1)C (rac-{4-[(3S,4R)-3-(3,4-dichloro-phenyl)-4-methylamino-pyrrolidine-1-carbonyl]-piperidin-1-yl}-(1-methyl-cyclopropyl)-methanone). Solvent: C(C)(=O)OCC (ethyl acetate). The product is C1(CC1)COC(N(C)[C@H]1CN(C[C@@H]1C1=CC(=C(C=C1)Cl)Cl)C(=O)C1CCN(CC1)C(=O)C1(CC1)C)=O (rac-{(3R,4S)-4-(3,4-Dichloro-phenyl)-1-[1-(1-methyl-cyclopropanecarbonyl)-piperidine-4-carbonyl]-pyrrolidin-3-yl}-methyl-carbamic acid cyclopropylmethyl ester). The yield is 34.0%. RXN SMILES: C(N1C=CN=C1)(N1[CH:7]=[CH:6]N=C1)=O.[OH:13]CC1CC1.[Cl:18][C:19]1[CH:20]=[C:21]([C@@H:26]2[C@@H:30]([NH:31][CH3:32])[CH2:29][N:28]([C:33]([CH:35]3[CH2:40][CH2:39][N:38]([C:41]([C:43]4([CH3:46])[CH2:45][CH2:44]4)=[O:42])[CH2:37][CH2:36]3)=[O:34])[CH2:27]2)[CH:22]=[CH:23][C:24]=1[Cl:25].O1[CH2:52][CH2:51][O:50][CH2:49]C1>C(OCC)(=O)C>[CH:52]1([CH2:51][O:50][C:49](=[O:13])[N:31]([C@@H:30]2[C@@H:26]([C:21]3[CH:22]=[CH:23][C:24]([Cl:25])=[C:19]([Cl:18])[CH:20]=3)[CH2:27][N:28]([C:33]([CH:35]3[CH2:40][CH2:39][N:38]([C:41]([C:43]4([CH3:46])[CH2:44][CH2:45]4)=[O:42])[CH2:37][CH2:36]3)=[O:34])[CH2:29]2)[CH3:32])[CH2:7][CH2:6]1. Procedure details: To a solution of 1,1′-carbonyl-diimidazole (102 mg, 0.627 mmol) in dioxane (1 mL) was added hydroxymethylcyclopropane (55 μl, 0.68 mmol). After stirring for 15 min at ambient temperature rac-{4-[(3S,4R)-3-(3,4-dichloro-phenyl)-4-methylamino-pyrrolidine-1-carbonyl]-piperidin-1-yl}-(1-methyl-cyclopropyl)-methanone (50 mg, 0.11 mmol) was added and the solution was irradiated in the microwave for 900 s at 170° C. and 1800 s at 200° C. The reaction mixture was diluted with ethyl acetate (15 mL) and w... Starting materials: CNC1=NC=CC2=CC=C(C=C12)C(=O)O (1-(methylamino)isoquinoline-7-carboxylic acid), ClC1=NC=CC2=CC(=CC=C12)C(=O)OCC (ethyl 1-chloroisoquinoline-6-carboxylate). The product is CNC1=NC=CC2=CC(=CC=C12)C(=O)OCC (ethyl 1-(methylamino)isoquinoline-6-carboxylate). RXN SMILES: [CH3:1][NH:2][C:3]1[C:12]2[C:7](=[CH:8][CH:9]=[C:10](C(O)=O)[CH:11]=2)[CH:6]=[CH:5][N:4]=1.ClC1C2C(=CC([C:27]([O:29][CH2:30][CH3:31])=[O:28])=CC=2)C=CN=1>>[CH3:1][NH:2][C:3]1[C:12]2[C:7](=[CH:8][C:9]([C:27]([O:29][CH2:30][CH3:31])=[O:28])=[CH:10][CH:11]=2)[CH:6]=[CH:5][N:4]=1. Procedure details: The title compound was prepared by a method analogous to that described in Step 1 of Intermediate 31, using ethyl 1-chloroisoquinoline-6-carboxylate. +ESI (M+H) 231.1; 1H NMR (400 MHz, CDCl3, δ): 8.39 (s, 1H), 8.06-8.14 (m, 2H), 8.00 (d, J=5.9 Hz, 1H), 7.02 (d, J=6.0 Hz, 1H), 4.44 (q, J=7.3 Hz, 2H), 3.25 (d, J=4.7 Hz, 3H), 1.43 (t, J=7.1 Hz, 3H). The reactants are N[C@H]1[C@H](O)[C@@H](O)[C@H](O)[C@H](O1)CO (1-amino-1-deoxy-β-D-glucopyranose), ClCCN(C(OC1=C(C=CC=C1)[N+](=O)[O-])=O)N=O (o-nitrophenyl N-(2-chloroethyl)-N-nitrosocarbamate), resultant mixture. Solvent: CN(C=O)C (dimethylformamide), C(C)O (ethanol), CN(C=O)C (dimethylformamide). Run at time 10 minute. The product is [C@@H]1([C@H](O)[C@@H](O)[C@H](O)[C@H](O1)CO)NC(N(N=O)CCCl)=O (3-(β-D-glucopyranosyl)-1-(2-chloroethyl)-1-nitrosourea). Yield: 78.7%. Reaction SMILES: [Cl:1][CH2:2][CH2:3][N:4]([N:17]=[O:18])[C:5](=O)[O:6]C1C=CC=CC=1[N+]([O-])=O.[NH2:19][C@@H:20]1[O:28][C@H:27]([CH2:29][OH:30])[C@@H:25]([OH:26])[C@H:23]([OH:24])[C@H:21]1[OH:22]>CN(C)C=O.C(O)C>[C@@H:20]1([NH:19][C:5](=[O:6])[N:4]([CH2:3][CH2:2][Cl:1])[N:17]=[O:18])[O:28][C@H:27]([CH2:29][OH:30])[C@@H:25]([OH:26])[C@H:23]([OH:24])[C@H:21]1[OH:22]. Procedure details: 3.28 g (12 mmol) of o-nitrophenyl N-(2-chloroethyl)-N-nitrosocarbamate is dissolved in a mixture of 10 ml anhydrous dimethylformamide and 10 ml anhydrous ethanol, and to this solution is added little by little 1.79 g (10 mmol) of 1-amino-1-deoxy-β-D-glucopyranose powder, while stirring, at 5°-10° C. over 10 minutes. The resultant mixture is, after adding 5 ml of anhydrous dimethylformamide thereto, stirred further at 10° C. for 5 hours, and the thus reacted solution is concentrated at 40° C. and... The reactants are CC(C)(C)c1cc(F)cc(Br)c1, C1CCOC1, [Li]CCCC, CN(C)C=O. Product: CC(C)(C)c1cc(F)cc(C=O)c1. As a reaction SMILES: [Br:1][c:2]1[cH:3][c:4]([C:9]([CH3:10])([CH3:11])[CH3:12])[cH:5][c:6]([F:8])[cH:7]1.[CH2:23]1[O:24][CH2:25][CH2:26][CH2:27]1.[CH3:13][CH2:14][CH2:15][CH2:16][Li:17].[O:18]=[CH:19][N:20]([CH3:21])[CH3:22]>>[c:2]1([CH:19]=[O:18])[cH:3][c:4]([C:9]([CH3:10])([CH3:11])[CH3:12])[cH:5][c:6]([F:8])[cH:7]1. As a reaction SMILES: [CH2:1]([CH2:2][CH2:3][CH3:4])[N:5]1[C:6](=[O:23])[NH:7][C:8](=[CH:11][c:12]2[cH:13][cH:14][c:15]([CH:18]3[O:19][CH:22]=[CH:21][O:20]3)[cH:16][cH:17]2)[C:9]1=[O:10].[CH3:35][C:36](=[O:37])[CH3:38].[c:24]1([CH3:25])[cH:26][cH:27][c:28]([S:29]([OH:30])(=[O:31])=[O:32])[cH:33][cH:34]1>>[CH2:1]([CH2:2][CH2:3][CH3:4])[N:5]1[C:6](=[O:23])[NH:7][C:8](=[CH:11][c:12]2[cH:13][cH:14][c:15]([CH:18]=[O:19])[cH:16][cH:17]2)[C:9]1=[O:10]. Reactants: CCCCN1C(=O)NC(=Cc2ccc(C3OC=CO3)cc2)C1=O, CC(C)=O, Cc1ccc(S(=O)(=O)O)cc1. Yields the product CCCCN1C(=O)NC(=Cc2ccc(C=O)cc2)C1=O. Starting materials: Cc1nc(-c2nc3c(s2)CCOc2cc(C4CN(C(=O)OC(C)(C)C)C4)ccc2-3)n(C(C)C)n1, ClCCl, CCOC(C)=O, O, O=C(O)C(F)(F)F. Product: Cc1nc(-c2nc3c(s2)CCOc2cc(C4CNC4)ccc2-3)n(C(C)C)n1. RXN SMILES: [C:1]([O:2][C:3](=[O:4])[N:8]1[CH2:9][CH:10]([c:12]2[cH:13][c:14]3[c:15]([cH:33][cH:34]2)-[c:16]2[n:17][c:18](-[c:24]4[n:25]([CH:30]([CH3:31])[CH3:32])[n:26][c:27]([CH3:29])[n:28]4)[s:19][c:20]2[CH2:21][CH2:22][O:23]3)[CH2:11]1)([CH3:5])([CH3:6])[CH3:7].[CH2:49]([Cl:50])[Cl:51].[CH3:43][CH2:44][O:45][C:46](=[O:47])[CH3:48].[OH2:42].[OH:35][C:36]([C:37]([F:38])([F:39])[F:40])=[O:41]>>[NH:8]1[CH2:9][CH:10]([c:12]2[cH:13][c:14]3[c:15]([cH:33][cH:34]2)-[c:16]2[n:17][c:18](-[c:24]4[n:25]([CH:30]([CH3:31])[CH3:32])[n:26][c:27]([CH3:29])[n:28]4)[s:19][c:20]2[CH2:21][CH2:22][O:23]3)[CH2:11]1. Starting materials: Cl (HCl), FC1=CC=C(C=C1)CC(C)(C1=CC=C(C=C1)F)N (1,2-bis(4-fluorophenyl)-2-propylamine), C(=O)(OCC1=CC=CC=C1)NCC(=O)O (N-CBZ-glycine), C1(CCCCC1)N=C=NC1CCCCC1 (dicyclohexylcarbodiimide). Solvent: C(Cl)(Cl)Cl (chloroform), CO (methanol), C(Cl)(Cl)Cl (chloroform). Reported procedure: To a stirred solution of 1,2-bis(4-fluorophenyl)-2-propylamine (12.0 g, 0.049 mol) in chloroform (200 ml) under nitrogen was added N-CBZ-glycine (10.16 g, 0.049 mol) and then a solution of dicyclohexylcarbodiimide (11.35 g, 0.055 mol) in chloroform (100 ml) and the mixture stirred for 30 minutes, then filtered and the solvent evaporated. The residue was treated with ethyl acetate (200 ml), filtered, an additional 200 ml of ethyl acetate added, and then washed with cold 1% HCl (200 ml), brine (20... Reagents/catalysts: [Pd] (Pd/C). As a reaction SMILES: [F:1][C:2]1[CH:7]=[CH:6][C:5]([CH2:8][C:9]([NH2:18])([C:11]2[CH:16]=[CH:15][C:14]([F:17])=[CH:13][CH:12]=2)[CH3:10])=[CH:4][CH:3]=1.C([NH:29][CH2:30][C:31](O)=[O:32])(OCC1C=CC=CC=1)=O.C1(N=C=NC2CCCCC2)CCCCC1.Cl>C(Cl)(Cl)Cl.CO.[Pd]>[NH2:29][CH2:30][C:31]([NH:18][C:9]([C:11]1[CH:12]=[CH:13][C:14]([F:17])=[CH:15][CH:16]=1)([CH3:10])[CH2:8][C:5]1[CH:6]=[CH:7][C:2]([F:1])=[CH:3][CH:4]=1)=[O:32]. The product is NCC(=O)NC(CC1=CC=C(C=C1)F)(C)C1=CC=C(C=C1)F (2-amino-N-[1,2bis(4-fluorophenyl)-1-methylethyl]acetamide). The yield is 29.8%. Reaction SMILES: [Br:1][C:2]1[CH:3]=[C:4]([CH:14]=[C:15]([Br:28])[C:16]=1[O:17][C:18]1[CH:23]=[CH:22][C:21]([OH:24])=[C:20]([CH:25]([CH3:27])[CH3:26])[CH:19]=1)[CH2:5][P:6](=[O:13])([O:10]CC)[O:7]CC>Cl>[Br:28][C:15]1[CH:14]=[C:4]([CH:3]=[C:2]([Br:1])[C:16]=1[O:17][C:18]1[CH:23]=[CH:22][C:21]([OH:24])=[C:20]([CH:25]([CH3:26])[CH3:27])[CH:19]=1)[CH2:5][P:6](=[O:7])([OH:10])[OH:13]. Reactants: BrC=1C=C(CP(OCC)(OCC)=O)C=C(C1OC1=CC(=C(C=C1)O)C(C)C)Br (3,5-dibromo-4-(4-hydroxy-3-isopropylphenoxy) benzyl phosphonic acid, diethyl ester). Reported procedure: A mixture of 3,5-dibromo-4-(4-hydroxy-3-isopropylphenoxy) benzyl phosphonic acid, diethyl ester (21 mg, 0.0392 mmol) in 2 ml of 6 M HCl was refluxed for 24 hours. The reaction mixture was concentrated and the residue was recrystallized with EtOH/water to give 10 mg (0.021 mmol, 53%) of 3,5-dibromo-4-(4-hydroxy-3-isopropylphenoxy)-benzylphosphonic acid as white crystalls. Run in Cl (HCl). The product is BrC=1C=C(CP(O)(O)=O)C=C(C1OC1=CC(=C(C=C1)O)C(C)C)Br (3,5-dibromo-4-(4-hydroxy-3-isopropylphenoxy)-benzylphosphonic acid). The yield is 53.6%.